This data is from the Open Reaction Database (ORD), a public repository of structured organic reaction records. The task is: describe an organic reaction: reactants, conditions, products, and yield Starting materials: CN(C)C=O, CN1CCCC1=O, O=C(Cl)C(=O)Cl, O=C(O)c1cccc(C(F)(F)F)c1Cl, Nc1cccc(Oc2ccc3nc(NC(=O)C4CC4)cn3n2)c1, C1CCOC1. Yields the product O=C(Nc1cccc(Oc2ccc3nc(NC(=O)C4CC4)cn3n2)c1)c1cccc(C(F)(F)F)c1Cl. As a reaction SMILES: [CH3:21][N:22]([CH3:23])[CH:24]=[O:25].[CH3:49][N:50]1[CH2:51][CH2:52][CH2:53][C:54]1=[O:55].[Cl:15][C:16]([C:17]([Cl:18])=[O:19])=[O:20].[Cl:1][c:2]1[c:3]([C:4](=[O:5])[OH:6])[cH:7][cH:8][cH:9][c:10]1[C:11]([F:12])([F:13])[F:14].[NH2:26][c:27]1[cH:28][c:29]([O:30][c:31]2[cH:32][cH:33][c:34]3[n:35]([n:36]2)[cH:37][c:38]([NH:40][C:41](=[O:42])[CH:43]2[CH2:44][CH2:45]2)[n:39]3)[cH:46][cH:47][cH:48]1.[O:56]1[CH2:57][CH2:58][CH2:59][CH2:60]1>>[Cl:1][c:2]1[c:3]([C:4](=[O:6])[NH:26][c:27]2[cH:28][c:29]([O:30][c:31]3[cH:32][cH:33][c:34]4[n:35]([n:36]3)[cH:37][c:38]([NH:40][C:41](=[O:42])[CH:43]3[CH2:44][CH2:45]3)[n:39]4)[cH:46][cH:47][cH:48]2)[cH:7][cH:8][cH:9][c:10]1[C:11]([F:12])([F:13])[F:14]. The reactants are Cl (hydrochloric acid), [S-]C#N.[Na+] (sodium thiocyanate), Cl.NC(C(=O)C1=CC=CC=C1)C (2-aminopropiophenone hydrochloride), C(C)O (ethanol). Run at temperature 70 celsius, time 1 hour. Product: C(C)C1=C(N=CN1)C1=CC=CC=C1 (5-Ethyl-4-phenylimidazole). Isolated yield 45.0%. As a reaction SMILES: Cl.[S-][C:3]#[N:4].[Na+].Cl.[NH2:7][CH:8]([CH3:17])[C:9]([C:11]1[CH:16]=[CH:15][CH:14]=[CH:13][CH:12]=1)=O.[CH2:18](O)C>>[CH2:17]([C:8]1[NH:7][CH:3]=[N:4][C:9]=1[C:11]1[CH:16]=[CH:15][CH:14]=[CH:13][CH:12]=1)[CH3:18] |f:1.2,3.4|. Procedure details: An aqueous solution (5 mL) of concentrated hydrochloric acid (0.6 mL) and sodium thiocyanate (1.62 g, 20.03 mmol) was added to a solution of 2-aminopropiophenone hydrochloride (2.00 g, 10.02 mmol) in ethanol (20 mL). The obtained mixture was stirred at 70° C. for 1 hour. The solvent was distilled away, and acetic acid (20 mL) was then added to the residue. The obtained mixture was stirred at 100° C. for 3 hours. Thereafter, water was added to the reaction solution, and the precipitated crude cry... Reactants: CCOc1cc(C(C)(C)C)ncc1C1=NC(C)(c2ccc(Cl)cc2)C(C)(c2ccc(Cl)cc2)N1C(=O)Cl, CC(C)(C)C(=O)N1CCNCC1. Product: CCOc1cc(C(C)(C)C)ncc1C1=NC(C)(c2ccc(Cl)cc2)C(C)(c2ccc(Cl)cc2)N1C(=O)N1CCN(C(=O)C(C)(C)C)CC1. Reaction SMILES: [C:1]([CH3:2])([CH3:3])([CH3:4])[c:5]1[cH:6][c:7]([O:35][CH2:36][CH3:37])[c:8]([C:11]2=[N:15][C:14]([CH3:16])([c:17]3[cH:18][cH:19][c:20]([Cl:23])[cH:21][cH:22]3)[C:13]([CH3:24])([c:25]3[cH:26][cH:27][c:28]([Cl:31])[cH:29][cH:30]3)[N:12]2[C:32](=[O:33])[Cl:34])[cH:9][n:10]1.[CH3:38][C:39]([C:40](=[O:41])[N:42]1[CH2:43][CH2:44][NH:45][CH2:46][CH2:47]1)([CH3:48])[CH3:49]>>[C:1]([CH3:2])([CH3:3])([CH3:4])[c:5]1[cH:6][c:7]([O:35][CH2:36][CH3:37])[c:8]([C:11]2=[N:15][C:14]([CH3:16])([c:17]3[cH:18][cH:19][c:20]([Cl:23])[cH:21][cH:22]3)[C:13]([CH3:24])([c:25]3[cH:26][cH:27][c:28]([Cl:31])[cH:29][cH:30]3)[N:12]2[C:32](=[O:33])[N:45]2[CH2:44][CH2:43][N:42]([C:40]([C:39]([CH3:38])([CH3:48])[CH3:49])=[O:41])[CH2:47][CH2:46]2)[cH:9][n:10]1. Reactants: CC1=C(C(=O)CBr)C=CC1c1ccc(Cl)cc1, O=C([O-])[O-], C1CCNCC1, [Cs+], [Cs+], CN(C)C=O, O. Product: CC1=C(C(=O)CN2CCCCC2)C=CC1c1ccc(Cl)cc1. RXN SMILES: [Br:1][CH2:2][C:3](=[O:4])[C:5]1=[C:6]([CH3:17])[CH:7]([c:10]2[cH:11][cH:12][c:13]([Cl:16])[cH:14][cH:15]2)[CH:8]=[CH:9]1.[C:18](=[O:19])([O-:20])[O-:21].[CH2:24]1[CH2:25][CH2:26][NH:27][CH2:28][CH2:29]1.[Cs+:22].[Cs+:23].[O:30]=[CH:31][N:32]([CH3:33])[CH3:34].[OH2:35]>>[CH2:2]([C:3](=[O:4])[C:5]1=[C:6]([CH3:17])[CH:7]([c:10]2[cH:11][cH:12][c:13]([Cl:16])[cH:14][cH:15]2)[CH:8]=[CH:9]1)[N:27]1[CH2:26][CH2:25][CH2:24][CH2:29][CH2:28]1. Reactants: FC1=CC=C(C=C1)C1=NOC=C1C(=O)O (3-(4-Fluorophenyl)isoxazole-4-carboxylic acid), C1(=CC=CC=C1)C1=NOC=C1C(=O)OC (Methyl 3-phenyl-4-isoxazolecarboxylate). The product is C1(=CC=CC=C1)C1=NOC=C1C(=O)O (3-Phenyl-4-isoxazolecarboxylic acid). RXN SMILES: F[C:2]1[CH:7]=[CH:6][C:5]([C:8]2[C:12]([C:13]([OH:15])=[O:14])=[CH:11][O:10][N:9]=2)=[CH:4][CH:3]=1.C1(C2C(C(OC)=O)=CON=2)C=CC=CC=1>>[C:5]1([C:8]2[C:12]([C:13]([OH:15])=[O:14])=[CH:11][O:10][N:9]=2)[CH:4]=[CH:3][CH:2]=[CH:7][CH:6]=1. Procedure details: This compound was synthesised following the procedure described for Compound 8D but using Compound 15A instead of Compound 8C (90.2%). M.p. 162.7-164.5° C. The reactants are [Cl-].COC1=NC(=NC(=N1)OC)[N+]1(CCOCC1)C (4-(4,6-dimethoxy-1,3,5-triazin-2-yl)-4-methylmorpholinium chloride), NC1=CC=CC=C1 (aniline), C=C1COC2=C(C=C1)C=C(C=C2)C(=O)O (3-methylene-2,3-dihydro-1-benzoxepin-7-carboxylic acid). Run in CO (methanol). Reaction conditions: time 24 hour. The product is C=C1COC2=C(C=C1)C=C(C=C2)C(=O)NC2=CC=CC=C2 (3-methylene-N-phenyl-2,3-dihydro-1-benzoxepin-7-carboxamide). The yield is 18.0%. Reaction SMILES: [Cl-].COC1N=C(OC)N=C([N+]2(C)CCOCC2)N=1.[NH2:19][C:20]1[CH:25]=[CH:24][CH:23]=[CH:22][CH:21]=1.[CH2:26]=[C:27]1[CH:33]=[CH:32][C:31]2[CH:34]=[C:35]([C:38](O)=[O:39])[CH:36]=[CH:37][C:30]=2[O:29][CH2:28]1>CO>[CH2:26]=[C:27]1[CH:33]=[CH:32][C:31]2[CH:34]=[C:35]([C:38]([NH:19][C:20]3[CH:25]=[CH:24][CH:23]=[CH:22][CH:21]=3)=[O:39])[CH:36]=[CH:37][C:30]=2[O:29][CH2:28]1 |f:0.1|. Procedure details: 1.12 g (4.07 mmol) of 4-(4,6-dimethoxy-1,3,5-triazin-2-yl)-4-methylmorpholinium chloride and then 0.379 g (4.07 mmol) of aniline are successively added to 0.75 g (3.7 mmol) of 3-methylene-2,3-dihydro-1-benzoxepin-7-carboxylic acid, prepared according to example 40, in solution in 25 ml of methanol. The medium is stirred at ambient temperature for 24 h. After evaporating the methanol, the crude reaction product is purified by chromatography on silica gel (ethyl acetate/heptane 40/60) to give 185 ...